From a dataset of the Open Reaction Database (ORD), a public repository of structured organic reaction records. describe an organic reaction: reactants, conditions, products, and yield Reactants: 3S, ClC1=CC=C2C(=C1)NC(C21C(NC(CC1C1=C(C=CC(=C1)Cl)OC(C)(C)C(=O)O)=O)C1=C(C=CC(=C1)F)C)=O (6-chloro-4′-[5-chloro-2-(1-hydroxycarbonyl-1-methyl-ethoxy)-phenyl]-2′-(5-fluoro-2-methyl-phenyl) spiro[3H-indole-3,3′-piperidine]-2,6′(1H)-dione), CCN=C=NCCCN(C)C (EDCI), C=1C=CC2=C(C1)N=NN2O (HOBt), CCN(C(C)C)C(C)C (DIPEA), CO[NH3+].[Cl-] (o-methylhydroxylamine hydrochloride). Run in C1CCOC1 (THF). Run at time 8 hour. Yields the product ClC1=CC=C2C(=C1)NC(C21C(NC(CC1C1=C(C=CC(=C1)Cl)OC(C)(C)C(NOC)=O)=O)C1=C(C=CC(=C1)F)C)=O (6-chloro-4′-[5-chloro-2-(1-methoxycarbamoyl-1-methyl-ethoxy)-phenyl]-2′-(5-fluoro-2-methyl-phenyl) spiro[3H-indole-3,3′-piperidine]-2,6′(1H)-dione). The yield is 36.6%. Reaction SMILES: [Cl:1][C:2]1[CH:7]=[C:6]2[NH:8][C:9](=[O:39])[C:10]3([CH:15]([C:16]4[CH:21]=[C:20]([Cl:22])[CH:19]=[CH:18][C:17]=4[O:23][C:24]([C:27]([OH:29])=O)([CH3:26])[CH3:25])[CH2:14][C:13](=[O:30])[NH:12][CH:11]3[C:31]3[CH:36]=[C:35]([F:37])[CH:34]=[CH:33][C:32]=3[CH3:38])[C:5]2=[CH:4][CH:3]=1.CCN=C=NCCCN(C)C.C1C=CC2N(O)N=NC=2C=1.CCN(C(C)C)C(C)C.[CH3:70][O:71][NH3+:72].[Cl-]>C1COCC1>[Cl:1][C:2]1[CH:7]=[C:6]2[NH:8][C:9](=[O:39])[C:10]3([CH:15]([C:16]4[CH:21]=[C:20]([Cl:22])[CH:19]=[CH:18][C:17]=4[O:23][C:24]([C:27](=[O:29])[NH:72][O:71][CH3:70])([CH3:26])[CH3:25])[CH2:14][C:13](=[O:30])[NH:12][CH:11]3[C:31]3[CH:36]=[C:35]([F:37])[CH:34]=[CH:33][C:32]=3[CH3:38])[C:5]2=[CH:4][CH:3]=1 |f:4.5|. Reported procedure: To a mixture of racemic (2′S, 3S, 4′R)-6-chloro-4′-[5-chloro-2-(1-hydroxycarbonyl-1-methyl-ethoxy)-phenyl]-2′-(5-fluoro-2-methyl-phenyl) spiro[3H-indole-3,3′-piperidine]-2,6′(1H)-dione (30 mg, 0.05 mmol), EDCI (20 mg, 0.1 mmol), HOBt (16 mg, 0.1 mmol) and DIPEA (40 mg, 0.3 mmol) in THF (1 mL) was added o-methylhydroxylamine hydrochloride (22 mg, 0.25 mmol). The mixture was stirred at room temperature overnight and purified by prep-HPLC to give the title compound as a white solid (11 mg). Starting materials: CCCCn1c(N)c(N=O)c(=O)[nH]c1=O, [Na+], [Na+], O=S([O-])S(=O)[O-]. Product: CCCCn1c(N)c(N)c(=O)[nH]c1=O. Reaction SMILES: [CH2:1]([CH2:2][CH2:3][CH3:4])[n:5]1[c:6](=[O:7])[nH:8][c:9](=[O:10])[c:11]([N:14]=[O:15])[c:12]1[NH2:13].[Na+:22].[Na+:23].[S:16]([S:17]([O-:18])=[O:19])([O-:20])=[O:21]>>[CH2:1]([CH2:2][CH2:3][CH3:4])[n:5]1[c:6](=[O:7])[nH:8][c:9](=[O:10])[c:11]([NH2:14])[c:12]1[NH2:13].